This data is from the Open Reaction Database (ORD), a public repository of structured organic reaction records. The task is: describe an organic reaction: reactants, conditions, products, and yield Starting materials: C#CCO, CN(C)C=O, Fc1ccc(-c2cc(Cl)ncn2)cc1, [H-], [Na+], O. The product is C#CCOc1cc(-c2ccc(F)cc2)ncn1. RXN SMILES: [CH2:15]([C:16]#[CH:17])[OH:18].[CH3:22][N:23]([CH3:24])[CH:25]=[O:26].[Cl:1][c:2]1[n:3][cH:4][n:5][c:6](-[c:8]2[cH:9][cH:10][c:11]([F:14])[cH:12][cH:13]2)[cH:7]1.[H-:19].[Na+:20].[OH2:21]>>[c:2]1([O:18][CH2:15][C:16]#[CH:17])[n:3][cH:4][n:5][c:6](-[c:8]2[cH:9][cH:10][c:11]([F:14])[cH:12][cH:13]2)[cH:7]1.